This data is from the Open Reaction Database (ORD), a public repository of structured organic reaction records. The task is: describe an organic reaction: reactants, conditions, products, and yield Starting materials: C1(=CC=CC=C1)S(=O)(=O)CCN1C2=C(C=3C=CC=CC13)CCN(CC2)C(=O)OC(C)(C)C (tert-Butyl 6-[2-(phenylsulfonyl)ethyl]-1,4,5,6-tetrahydroazepino[4,5-b]indole-3(2H)-carboxylate), FC(C(=O)O)(F)F (trifluoroacetic acid). The solvent is C(Cl)Cl (CH2Cl2). The product is C1(=CC=CC=C1)S(=O)(=O)CCN1C2=C(C=3C=CC=CC13)CCNCC2 (6-[2-(phenylsulfonyl)ethyl]-1,2,3,4,5,6-hexahydroazepino[4,5-b]indole). The yield is 11.3%. As a reaction SMILES: [C:1]1([S:7]([CH2:10][CH2:11][N:12]2[C:20]3[CH:19]=[CH:18][CH:17]=[CH:16][C:15]=3[C:14]3[CH2:21][CH2:22][N:23](C(OC(C)(C)C)=O)[CH2:24][CH2:25][C:13]2=3)(=[O:9])=[O:8])[CH:6]=[CH:5][CH:4]=[CH:3][CH:2]=1.FC(F)(F)C(O)=O>C(Cl)Cl>[C:1]1([S:7]([CH2:10][CH2:11][N:12]2[C:20]3[CH:19]=[CH:18][CH:17]=[CH:16][C:15]=3[C:14]3[CH2:21][CH2:22][NH:23][CH2:24][CH2:25][C:13]2=3)(=[O:9])=[O:8])[CH:2]=[CH:3][CH:4]=[CH:5][CH:6]=1. Reported procedure: tert-Butyl 6-[2-(phenylsulfonyl)ethyl]-1,4,5,6-tetrahydroazepino[4,5-b]indole-3(2H)-carboxylate (0.139 g, 0.306 mmol) was treated with trifluoroacetic acid (1 mL) for 5 min. CH2Cl2 was added and the reaction mixture was concentrated to dryness. The salt was partitioned between CH2Cl2 and a mixture of 1 M KOH and brine. The organic layer was dried over MgSO4, filtered and concentrated. The crude product was chromatographed (SiO2, eluted with 1:1 EtOAc:hexane) to give 6-[2-(phenylsulfonyl)ethyl]-1... Starting materials: CC(C)(C)N(C([O-])=O)[C@H]1[C@H](CN(CC1)CC1CN2C=3C1=C(C=NC3C=CC2=O)F)O (racemic 1,1-dimethylethyl{(3S,4R)-1-[(3-fluoro-7-oxo-4,5-dihydro-7H-pyrrolo[3,2,1-de]-1,5-naphthyridin-4-yl)methyl]-3-hydroxy-4-piperidinyl}carbamate), FC(C(=O)O)(F)F (trifluoracetic acid). The solvent is ClCCl (dichloromethane), ice water. Reaction conditions: time 1 hour. Product: N[C@H]1[C@H](CN(CC1)CC1CN2C=3C1=C(C=NC3C=CC2=O)F)O (Racemic 4-{[(3S,4R)-4-amino-3-hydroxy-1-piperidinyl]methyl}-3-fluoro-4,5-dihydro-7H-pyrrolo[3,2,1-de]-1,5-naphthyridin-7-one). Yield: 75.5%. RXN SMILES: CC([N:5]([C@@H:9]1[CH2:14][CH2:13][N:12]([CH2:15][CH:16]2[C:20]3=[C:21]([F:29])[CH:22]=[N:23][C:24]4[CH:25]=[CH:26][C:27](=[O:28])[N:18]([C:19]=43)[CH2:17]2)[CH2:11][C@@H:10]1[OH:30])C(=O)[O-])(C)C.FC(F)(F)C(O)=O>ClCCl>[NH2:5][C@@H:9]1[CH2:14][CH2:13][N:12]([CH2:15][CH:16]2[C:20]3=[C:21]([F:29])[CH:22]=[N:23][C:24]4[CH:25]=[CH:26][C:27](=[O:28])[N:18]([C:19]=43)[CH2:17]2)[CH2:11][C@@H:10]1[OH:30]. Reported procedure: A solution of racemic 1,1-dimethylethyl{(3S,4R)-1-[(3-fluoro-7-oxo-4,5-dihydro-7H-pyrrolo[3,2,1-de]-1,5-naphthyridin-4-yl)methyl]-3-hydroxy-4-piperidinyl}carbamate (15.57 g) in dichloromethane (170 ml) was cooled in ice-water, treated with trifluoracetic acid (137 ml), stirred 1 hour at room temperature and evaporated to dryness. After keeping under high vacuum for 1 hour, the crude material was dissolved in methanol and run through a column of Amberlyst A21 basic resin (500 ml) (Sigma-Aldrich C... The reactants are COc1ccc(C(=O)O)cc1C=Cc1ccc(C(F)(F)F)cc1, NC(CO)CO. The product is COc1ccc(C(=O)NC(CO)CO)cc1C=Cc1ccc(C(F)(F)F)cc1. RXN SMILES: [CH3:1][O:2][c:3]1[c:4]([CH:12]=[CH:13][c:14]2[cH:15][cH:16][c:17]([C:20]([F:21])([F:22])[F:23])[cH:18][cH:19]2)[cH:5][c:6]([C:7](=[O:8])[OH:9])[cH:10][cH:11]1.[NH2:24][CH:25]([CH2:26][OH:27])[CH2:28][OH:29]>>[CH3:1][O:2][c:3]1[c:4]([CH:12]=[CH:13][c:14]2[cH:15][cH:16][c:17]([C:20]([F:21])([F:22])[F:23])[cH:18][cH:19]2)[cH:5][c:6]([C:7](=[O:9])[NH:24][CH:25]([CH2:26][OH:27])[CH2:28][OH:29])[cH:10][cH:11]1. The solvent is C1(=CC=CC=C1)C (toluene), O (water), O (water), CC(=O)C (acetone), CC(=O)C (acetone). Procedure details: 1160 g of 4-{4-[(5S)-5-(aminomethyl)-2-oxo-1,3-oxazolidin-3-yl]phenyl}morpholin-3-one (VII) hydrochloride, 350 ml of water and 2.7 l of acetone are successively added to a solution of 464 g of sodium carbonate in 5.95 l of water at 10° C. At 8 to 12° C., 2535 g of 5-chlorothiophene-2-carbonyl chloride (IV) (30% strength solution in toluene) and a further 517 ml of toluene are added. The reaction mixture is then heated to 50° C., 2700 ml of acetone are added, and the mixture is stirred at 50 to 5... Conditions: temperature 50 celsius, time 30 minute. Reaction SMILES: [NH2:1][CH2:2][C@@H:3]1[O:7][C:6](=[O:8])[N:5]([C:9]2[CH:14]=[CH:13][C:12]([N:15]3[CH2:20][CH2:19][O:18][CH2:17][C:16]3=[O:21])=[CH:11][CH:10]=2)[CH2:4]1.C(=O)([O-])[O-].[Na+].[Na+].[Cl:28][C:29]1[S:33][C:32]([C:34](Cl)=[O:35])=[CH:31][CH:30]=1>O.CC(C)=O.C1(C)C=CC=CC=1>[Cl:28][C:29]1[S:33][C:32]([C:34]([NH:1][CH2:2][C@@H:3]2[O:7][C:6](=[O:8])[N:5]([C:9]3[CH:14]=[CH:13][C:12]([N:15]4[CH2:20][CH2:19][O:18][CH2:17][C:16]4=[O:21])=[CH:11][CH:10]=3)[CH2:4]2)=[O:35])=[CH:31][CH:30]=1 |f:1.2.3|. Product: ClC1=CC=C(S1)C(=O)NC[C@H]1CN(C(O1)=O)C1=CC=C(C=C1)N1C(COCC1)=O (5-Chloro-N-({(5S)-2-oxo-3-[4-(3-oxo-4-morpholinyl)phenyl]-1,3-oxazolidin-5-yl}-methyl)-2-thiophenecarboxamide). Reactants: ClC1=CC=C(S1)C(=O)Cl (5-chlorothiophene-2-carbonyl chloride), NC[C@H]1CN(C(O1)=O)C1=CC=C(C=C1)N1C(COCC1)=O (4-{4-[(5S)-5-(Aminomethyl)-2-oxo-1,3-oxazolidin-3-yl]phenyl}morpholin-3-one), C([O-])([O-])=O.[Na+].[Na+] (sodium carbonate). The reactants are Cc1cc(CC(=O)OC(C)(C)C)ccc1-c1ccnnc1, ClCCl, O=C(O)C(F)(F)F. Yields the product Cc1cc(CC(=O)O)ccc1-c1ccnnc1. As a reaction SMILES: [CH3:1][c:2]1[cH:3][c:4]([CH2:14][C:15](=[O:16])[O:17][C:18]([CH3:19])([CH3:20])[CH3:21])[cH:5][cH:6][c:7]1-[c:8]1[cH:9][n:10][n:11][cH:12][cH:13]1.[Cl:29][CH2:30][Cl:31].[OH:22][C:23]([C:24]([F:25])([F:26])[F:27])=[O:28]>>[CH3:1][c:2]1[cH:3][c:4]([CH2:14][C:15](=[O:16])[OH:17])[cH:5][cH:6][c:7]1-[c:8]1[cH:9][n:10][n:11][cH:12][cH:13]1. Starting materials: ClC1=NC=C(C=C1Cl)C(F)(F)F (2,3-dichloro-5-(trifluoromethyl)pyridine), ClC=1C=C(C(=O)OCC)C=CC1S(NCC=1C=C2C=CN(C2=CC1)C)(=O)=O (Ethyl 3-chloro-4-(N-((1-methyl-1H-indol-5-yl)methyl)sulfamoyl)benzoate). The product is ClC=1C=C(C(=O)OCC)C=CC1S(N(CC=1C=C2C=CN(C2=CC1)C)C1=NC=C(C=C1Cl)C(F)(F)F)(=O)=O (Ethyl 3-chloro-4-(N-(3-chloro-5-(trifluoromethyl)pyridin-2-yl)-N-((1-methyl-1H-indol-5-yl)methyl)sulfamoyl)benzoate). As a reaction SMILES: Cl[C:2]1[C:7]([Cl:8])=[CH:6][C:5]([C:9]([F:12])([F:11])[F:10])=[CH:4][N:3]=1.[Cl:13][C:14]1[CH:15]=[C:16]([CH:22]=[CH:23][C:24]=1[S:25](=[O:39])(=[O:38])[NH:26][CH2:27][C:28]1[CH:29]=[C:30]2[C:34](=[CH:35][CH:36]=1)[N:33]([CH3:37])[CH:32]=[CH:31]2)[C:17]([O:19][CH2:20][CH3:21])=[O:18]>>[Cl:13][C:14]1[CH:15]=[C:16]([CH:22]=[CH:23][C:24]=1[S:25](=[O:39])(=[O:38])[N:26]([C:2]1[C:7]([Cl:8])=[CH:6][C:5]([C:9]([F:12])([F:11])[F:10])=[CH:4][N:3]=1)[CH2:27][C:28]1[CH:29]=[C:30]2[C:34](=[CH:35][CH:36]=1)[N:33]([CH3:37])[CH:32]=[CH:31]2)[C:17]([O:19][CH2:20][CH3:21])=[O:18]. Reported procedure: The titled compound was prepared according to the procedure described in step-2 of Example 1 from 2,3-dichloro-5-(trifluoromethyl)pyridine and ethyl 3-chloro-4-(N-((1-methyl-1H-indol-5-yl)methyl)sulfamoyl)benzoate (step-1 of Example 8). Starting materials: C(C)OCC1=CC=C(C(=N1)C(=O)O)C(=O)O (6-ethoxymethylpyridine-2,3-dicarboxylic acid), C(OC)COC (dimethoxyethane), C(C)(=O)OC(C)=O (acetic anhydride). Solvent: N1=CC=CC=C1 (pyridine). Yields the product C(C)OCC1=CC=C2C(=N1)C(=O)OC2=O (6-ethoxymethylpyridine-2,3-dicarboxylic acid anhydride). As a reaction SMILES: [CH2:1]([O:3][CH2:4][C:5]1[N:10]=[C:9]([C:11]([OH:13])=O)[C:8]([C:14]([OH:16])=[O:15])=[CH:7][CH:6]=1)[CH3:2].C(COC)OC.C(OC(=O)C)(=O)C>N1C=CC=CC=1>[CH2:1]([O:3][CH2:4][C:5]1[N:10]=[C:9]2[C:11]([O:16][C:14](=[O:15])[C:8]2=[CH:7][CH:6]=1)=[O:13])[CH3:2]. Reported procedure: 21 g of 6-ethoxymethylpyridine-2,3-dicarboxylic acid are added to a mixture of 100 ml of dimethoxyethane, 28 ml of acetic anhydride and 15 ml of pyridine while stirring and the whole is further stirred for 6 hours at room temperature before being concentrated by evaporation under a high vacuum. 20 g of anhydride remain in the form of an oily liquid with a refractive index nD22 of 1.5480. Product: COc1ccc2c(c1)CCC1=C2CCC2(C)C(=O)CCC12. As a reaction SMILES: [CH3:1][C:2]12[C:3](=[O:21])[CH2:4][CH:5]=[C:6]1[C:7]1=[C:8]([CH2:9][CH2:10]2)[c:11]2[cH:12][cH:13][c:14]([O:19][CH3:20])[cH:15][c:16]2[CH2:17][CH2:18]1.[O:22]1[CH2:23][CH2:24][O:25][CH2:26][CH2:27]1>>[CH3:1][C:2]12[C:3](=[O:21])[CH2:4][CH2:5][CH:6]1[C:7]1=[C:8]([CH2:9][CH2:10]2)[c:11]2[cH:12][cH:13][c:14]([O:19][CH3:20])[cH:15][c:16]2[CH2:17][CH2:18]1. Reactants: COc1ccc2c(c1)CCC1=C2CCC2(C)C(=O)CC=C12, C1COCCO1. Reactants: FC1=C(C=O)C=CC(=C1)[N+](=O)[O-] (2-fluoro-4-nitrobenzaldehyde), [BH4-].[Na+] (NaBH4). Run at time 15 minute. Reaction SMILES: [F:1][C:2]1[CH:9]=[C:8]([N+:10]([O-:12])=[O:11])[CH:7]=[CH:6][C:3]=1[CH:4]=[O:5].[BH4-].[Na+]>CO>[F:1][C:2]1[CH:9]=[C:8]([N+:10]([O-:12])=[O:11])[CH:7]=[CH:6][C:3]=1[CH2:4][OH:5] |f:1.2|. The yield is 98.7%. Solvent: CO (CH3OH). Product: FC1=C(C=CC(=C1)[N+](=O)[O-])CO ((2-fluoro-4-nitrophenyl) methanol). Procedure: To a solution of 2-fluoro-4-nitrobenzaldehyde (1.0 g, 5.92 mmol) in CH3OH (10 mL) was added NaBH4 (814 mg, 22 mmol). After stirring at RT for 15 min, the mixture was concentrated. The residue was partitioned between 100 mL of EA and 100 mL of brine. The combined organic layers were washed with brine (100 mL×2), dried over Na2SO4, and concentrated to afford 1.0 g of (2-fluoro-4-nitrophenyl) methanol (99%) as a red solid. MS (ESI) m/e [M+1]+ 172.0. Product: C(C)(C)(C)OC(=O)N(CC=1N=NN(C1)CC1=CC=C(C=C1)OC)CC1=CC=C(C=C1)B(O)O (4-({tert-butoxycarbonyl-[1-(4-methoxy-benzyl)-1H-[1,2,3]triazol-4-ylmethyl]-amino}-methyl)-phenylboronic acid), C(C)(C)(C)OC(=O)N(CC=1N(N=NC1)CC1=CC=C(C=C1)OC)CC1=CC=C(C=C1)B(O)O (4-({tert-butoxycarbonyl-[3-(4-methoxy-benzyl)-3H-[1,2,3]triazol-4-ylmethyl]-amino}-methyl)-phenylboronic acid). Reactants: C([O-])([O-])=O.[K+].[K+] (potassium carbonate), C(=O)(OC(C)(C)C)OC(=O)OC(C)(C)C (di-tert-butyl dicarbonate), N—BOC, COC1=CC=C(CN2N=NC(=C2)CN)C=C1 (C-[1-(4-methoxy-benzyl)-1H-[1,2,3]triazol-4-yl]-methylamine), COC1=CC=C(CN2N=NC=C2CN)C=C1 (C-[3-(4-methoxy-benzyl)-3H-[1,2,3]triazol-4-yl]-methylamine), C(=O)C1=CC=C(C=C1)B(O)O (4-formylphenylboronic acid), O1CCCC1 (tetrahydrofuran), COC1=CC=C(CN2N=NC(=C2)CNCC2=CC=C(C=C2)B(O)O)C=C1 (4-({[1-(4-methoxy-benzyl)-1H-[1,2,3]triazol-4-ylmethyl]-amino}-methyl)-phenylboronic acid), COC1=CC=C(CN2N=NC=C2CNCC2=CC=C(C=C2)B(O)O)C=C1 (4-({[3-(4-methoxy-benzyl)-3H-[1,2,3]triazol-4-ylmethyl]-amino}-methyl)-phenylboronic acid), C(C)(=O)O[BH-](OC(C)=O)OC(C)=O.[Na+] (Sodium triacetoxyborohydride). Isolated yield 97.3%. Solvent: O (water), O (water), C(C)(=O)OCC (ethyl acetate). RXN SMILES: [CH3:1][O:2][C:3]1[CH:16]=[CH:15][C:6]([CH2:7][N:8]2[CH:12]=[C:11]([CH2:13][NH2:14])[N:10]=[N:9]2)=[CH:5][CH:4]=1.CO[C:19]1[CH:32]=[CH:31][C:22]([CH2:23][N:24]2[C:28](CN)=CN=N2)=[CH:21][CH:20]=1.[CH:33]([C:35]1[CH:40]=CC([B:41]([OH:43])[OH:42])=C[CH:36]=1)=O.C([O:47][BH-:48](OC(=O)C)[O:49]C(=O)C)(=O)C.[Na+].COC1C=CC(CN2C=C(CNCC3C=CC(B(O)O)=CC=3)N=N2)=CC=1.COC1C=CC(CN2C(CNCC3C=CC(B(O)O)=CC=3)=CN=N2)=CC=1.[C:110](=O)([O-:112])[O-:111].[K+].[K+].[C:116](OC(OC(C)(C)C)=O)([O:118][C:119]([CH3:122])([CH3:121])[CH3:120])=[O:117].O1CCCC1>O.C(OCC)(=O)C>[C:119]([O:118][C:116]([N:14]([CH2:23][C:22]1[CH:21]=[CH:20][C:19]([B:41]([OH:43])[OH:42])=[CH:32][CH:31]=1)[CH2:13][C:11]1[N:10]=[N:9][N:8]([CH2:7][C:6]2[CH:5]=[CH:4][C:3]([O:2][CH3:1])=[CH:16][CH:15]=2)[CH:12]=1)=[O:117])([CH3:122])([CH3:121])[CH3:120].[C:35]([O:112][C:110]([N:24]([CH2:23][C:22]1[CH:21]=[CH:20][C:19]([B:48]([OH:49])[OH:47])=[CH:32][CH:31]=1)[CH2:28][C:12]1[N:8]([CH2:7][C:6]2[CH:5]=[CH:4][C:3]([O:2][CH3:1])=[CH:16][CH:15]=2)[N:9]=[N:10][CH:11]=1)=[O:111])([CH3:33])([CH3:36])[CH3:40] |f:3.4,7.8.9|. Conditions: time 10 minute. Procedure details: A solution of the regioisomeric C-[1-(4-methoxy-benzyl)-1H-[1,2,3]triazol-4-yl]-methylamine and C-[3-(4-methoxy-benzyl)-3H-[1,2,3]triazol-4-yl]-methylamine (1003 and 1004, 20.06 g, 92.0 mmol) in tetrahydrofuran (THF, 300 mL) was treated with 4-formylphenylboronic acid (13.11 g, 87.4 mmol, 0.95 equiv) at room temperature, and the resulting reaction mixture was stirred at room temperature for 10 min. Sodium triacetoxyborohydride (NaB(OAc)3H, 29.25 g, 138.0 mmol, 1.5 equiv) was then added to the re...